Dataset: the Open Reaction Database (ORD), a public repository of structured organic reaction records. Task: describe an organic reaction: reactants, conditions, products, and yield The reactants are [C-]#N, CCCOc1ccc2nc(-c3ccc(OCCOC)cc3)c(I)n2n1, CN(C)C=O, N#C[Cu]. Yields the product CCCOc1ccc2nc(-c3ccc(OCCOC)cc3)c(C#N)n2n1. As a reaction SMILES: [C-:26]#[N:27].[CH3:1][O:2][CH2:3][CH2:4][O:5][c:6]1[cH:7][cH:8][c:9](-[c:12]2[n:13][c:14]3[n:15]([n:16][c:17]([O:20][CH2:21][CH2:22][CH3:23])[cH:18][cH:19]3)[c:24]2[I:25])[cH:10][cH:11]1.[CH3:31][N:32]([CH3:33])[CH:34]=[O:35].[Cu:28][C:29]#[N:30]>>[CH3:1][O:2][CH2:3][CH2:4][O:5][c:6]1[cH:7][cH:8][c:9](-[c:12]2[n:13][c:14]3[n:15]([n:16][c:17]([O:20][CH2:21][CH2:22][CH3:23])[cH:18][cH:19]3)[c:24]2[C:29]#[N:30])[cH:10][cH:11]1. Starting materials: FC=1C=C(C=CC(=O)O)C=CC1F (3,4-difluorocinnamic acid), C1(=CC=CC=C1)CCO (β-phenylethyl alcohol). The product is C1(=CC=CC=C1)CCOC(C=CC1=CC(=C(C=C1)F)F)=O (3,4-Difluorocinnamic acid β-phenylethyl ester). Isolated yield 38.0%. RXN SMILES: [F:1][C:2]1[CH:3]=[C:4]([CH:10]=[CH:11][C:12]=1[F:13])[CH:5]=[CH:6][C:7]([OH:9])=[O:8].[C:14]1([CH2:20][CH2:21]O)[CH:19]=[CH:18][CH:17]=[CH:16][CH:15]=1>>[C:14]1([CH2:20][CH2:21][O:8][C:7](=[O:9])[CH:6]=[CH:5][C:4]2[CH:10]=[CH:11][C:12]([F:13])=[C:2]([F:1])[CH:3]=2)[CH:19]=[CH:18][CH:17]=[CH:16][CH:15]=1. Procedure details: Reaction of 3,4-difluorocinnamic acid and β-phenylethyl alcohol as outlined in method A provided 67J-17-A as snow-white crystals (38% yield): mp 53°-57° C., 1H NMR (CDCl3) δ:7,49 (d, 1H, J=16 Hz), 7.30-7.05 (m, 8H) 6.27 (d, 1H, J=16 Hz), 4.36 (t, 2H, J=7.0 Hz), 3.82 (s, 3H), 2.95 (t, 2H, J=7.0 Hz); FABMS (NBA, +VE m/z 289 (M+H). Anal. (C17H14O2F2) C,H.